Dataset: the Open Reaction Database (ORD), a public repository of structured organic reaction records. Task: describe an organic reaction: reactants, conditions, products, and yield Reactants: O=C([O-])[O-], CCOCC, CN(C)C=O, [K+], [K+], O=C(O)C=CC(=O)c1ccc(Oc2ccccc2)cc1, CCOS(=O)(=O)OCC. Product: CCOC(=O)C=CC(=O)c1ccc(Oc2ccccc2)cc1. RXN SMILES: [C:21](=[O:22])([O-:23])[O-:24].[CH3:36][CH2:37][O:38][CH2:39][CH3:40].[CH3:41][N:42]([CH3:43])[CH:44]=[O:45].[K+:25].[K+:26].[O:1]([c:2]1[cH:3][cH:4][cH:5][cH:6][cH:7]1)[c:8]1[cH:9][cH:10][c:11]([C:12](=[O:13])[CH:14]=[CH:15][C:16](=[O:17])[OH:18])[cH:19][cH:20]1.[S:27]([O:28][CH2:29][CH3:30])([O:33][CH2:31][CH3:32])(=[O:34])=[O:35]>>[O:1]([c:2]1[cH:3][cH:4][cH:5][cH:6][cH:7]1)[c:8]1[cH:9][cH:10][c:11]([C:12](=[O:13])[CH:14]=[CH:15][C:16](=[O:17])[O:18][CH2:31][CH3:32])[cH:19][cH:20]1. Reactants: [N+](=O)([O-])C=1C=CC(=NC1)OC=1C=C2CCC(OC2=CC1)C1=CC=CC=C1 (5-nitro-2-(2-phenylchroman-6-yloxy)pyridine), ClC1=C(C=CC=C1)C1OC2=CC=C(C=C2CC1)O (2-(2-chlorophenyl)chroman-6-ol). Procedure details: 2-[2-(2-Chlorophenyl)chroman-6-yloxy]-5-nitropyridine was prepared as described for 5-nitro-2-(2-phenylchroman-6-yloxy)pyridine in Example 1(b) starting from 485 mg of 2-(2-chlorophenyl)chroman-6-ol. 1H NMR (400 MHz, d6-DMSO) δ: 9.04 (d, 1H, J 2.9, 0.5 Hz), 8.60 (dd, 1H, J 9.1, 2.9 Hz), 7.62 (dd, 1H, J 7.5, 1.8 Hz), 7.51 (dd, 1H, J 7.6, 1.7 Hz), 7.45-7.40 (m, 2H), 7.21 (dd, 1H, J 9.1, 0.5 Hz), 7.04 (d, 1H, J 2.7 Hz), 6.99 (dd, 1H, J 8.8, 2.7 Hz), 6.94 (d, 1H, 8.8 Hz), 5.40 (dd, 1H, J 10.4, 2.1 H... The product is ClC1=C(C=CC=C1)C1OC2=CC=C(C=C2CC1)OC1=NC=C(C=C1)[N+](=O)[O-] (2-[2-(2-Chlorophenyl)chroman-6-yloxy]-5-nitropyridine). As a reaction SMILES: [N+:1]([C:4]1[CH:5]=[CH:6][C:7]([O:10][C:11]2[CH:12]=[C:13]3[C:18](=[CH:19][CH:20]=2)[O:17][CH:16]([C:21]2[CH:26]=[CH:25][CH:24]=[CH:23][CH:22]=2)[CH2:15][CH2:14]3)=[N:8][CH:9]=1)([O-:3])=[O:2].[Cl:27]C1C=CC=CC=1C1CCC2C(=CC=C(O)C=2)O1>>[Cl:27][C:26]1[CH:25]=[CH:24][CH:23]=[CH:22][C:21]=1[CH:16]1[CH2:15][CH2:14][C:13]2[C:18](=[CH:19][CH:20]=[C:11]([O:10][C:7]3[CH:6]=[CH:5][C:4]([N+:1]([O-:3])=[O:2])=[CH:9][N:8]=3)[CH:12]=2)[O:17]1. Starting materials: NC1=C(C=NN1C1=C(C=CC=C1)OC)C(=O)N (5-amino-1-(2-methoxyphenyl)-1H-pyrazole-4-carboxamide), NC1=C(C=NN1C1CCC1)C#N (5-amino-1-cyclobutyl-1H-pyrazole-4-carbonitrile). Product: NC1=C(C=NN1C1CCC1)C(=O)N (5-amino-1-cyclobutyl-1H-pyrazole-4-carboxamide). Reaction SMILES: [NH2:1][C:2]1[N:6]([C:7]2[CH:12]=[CH:11][CH:10]=CC=2OC)[N:5]=[CH:4][C:3]=1[C:15]([NH2:17])=[O:16].NC1N(C2CCC2)N=CC=1C#N>>[NH2:1][C:2]1[N:6]([CH:7]2[CH2:12][CH2:11][CH2:10]2)[N:5]=[CH:4][C:3]=1[C:15]([NH2:17])=[O:16]. Procedure: Following the procedure for the preparation of 5-amino-1-(2-methoxyphenyl)-1H-pyrazole-4-carboxamide but substituting 5-amino-1-cyclobutyl-1H-pyrazole-4-carbonitrile provided the title compound. 400 MHz 1H NMR (CD3OD) δ 7.71 (s, 1H), 4.71-4.55 (m, 1H), 2.61-2.50 (m,2H), 2.46-2.31 (m, 2H), 1.89-1.83 (m, 2H). Reactants: N1(N=NC2=C1C=CC=C2)OC2=NC=C(C(=N2)NCCC)C#CCCCNC([C@H](C)N(C(OC(C)(C)C)=O)C)=O ((S)-tert-butyl (1-((5-(2-((1H-benzo[d][1,2,3]triazol-1-yl)oxy)-4-(propylamino)pyrimidin-5-yl)-4-pentyn-1-yl)amino)-1-oxopropan-2-yl)(methyl)carbamate), solution, CN (methylamine). Run in O1CCCC1 (tetrahydrofuran). Conditions: temperature 50 celsius, time 5 hour. The product is CN(C(OC(C)(C)C)=O)[C@H](C(=O)NCCCC#CC=1C(=NC(=NC1)NC)NCCC)C ((S)-tert-butyl methyl(1-((5-(2-(methylamino)-4-(propylamino)pyrimidin-5-yl)-4-pentyn-1-yl)amino)-1-oxopropan-2-yl)carbamate). As a reaction SMILES: N1(O[C:11]2[N:16]=[C:15]([NH:17][CH2:18][CH2:19][CH3:20])[C:14]([C:21]#[C:22][CH2:23][CH2:24][CH2:25][NH:26][C:27](=[O:39])[C@@H:28]([N:30]([CH3:38])[C:31](=[O:37])[O:32][C:33]([CH3:36])([CH3:35])[CH3:34])[CH3:29])=[CH:13][N:12]=2)C2C=CC=CC=2N=N1.[CH3:40][NH2:41]>O1CCCC1>[CH3:38][N:30]([C@@H:28]([CH3:29])[C:27]([NH:26][CH2:25][CH2:24][CH2:23][C:22]#[C:21][C:14]1[C:15]([NH:17][CH2:18][CH2:19][CH3:20])=[N:16][C:11]([NH:41][CH3:40])=[N:12][CH:13]=1)=[O:39])[C:31](=[O:37])[O:32][C:33]([CH3:36])([CH3:34])[CH3:35]. Procedure details: To (S)-tert-butyl (1-((5-(2-((1H-benzo[d][1,2,3]triazol-1-yl)oxy)-4-(propylamino)pyrimidin-5-yl)-4-pentyn-1-yl)amino)-1-oxopropan-2-yl)(methyl)carbamate (K3, 50 mg), a 2.0 mol/L solution of methylamine in tetrahydrofuran (1 mL) was added at room temperature, the reaction vessel was sealed, and then the mixture was stirred at 50° C. for 5 hours by using a microwave reaction system. The reaction mixture was cooled to room temperature, and then the solvent was evaporated under reduced pressure. The...